The task is: describe an organic reaction: reactants, conditions, products, and yield. This data is from the Open Reaction Database (ORD), a public repository of structured organic reaction records. RXN SMILES: [CH2:1]([C:5]1[S:9][C:8]([S:10]([NH:13][C:14]([CH3:17])([CH3:16])[CH3:15])(=[O:12])=[O:11])=[C:7](B(O)O)[CH:6]=1)[CH2:2][CH2:3][CH3:4].Br[C:22]1[CH:33]=[CH:32][C:25]([CH2:26][N:27]2[CH:31]=[CH:30][N:29]=[CH:28]2)=[CH:24][CH:23]=1.C1(C)C=CC=CC=1.[OH-].[Na+]>CCOC(C)=O.C1C=CC([P]([Pd]([P](C2C=CC=CC=2)(C2C=CC=CC=2)C2C=CC=CC=2)([P](C2C=CC=CC=2)(C2C=CC=CC=2)C2C=CC=CC=2)[P](C2C=CC=CC=2)(C2C=CC=CC=2)C2C=CC=CC=2)(C2C=CC=CC=2)C2C=CC=CC=2)=CC=1.C(O)C>[N:27]1([CH2:26][C:25]2[CH:24]=[CH:23][C:22]([C:7]3[CH:6]=[C:5]([CH2:1][CH2:2][CH2:3][CH3:4])[S:9][C:8]=3[S:10]([NH:13][C:14]([CH3:17])([CH3:16])[CH3:15])(=[O:12])=[O:11])=[CH:33][CH:32]=2)[CH:31]=[CH:30][N:29]=[CH:28]1 |f:3.4,^1:52,54,73,92|. Procedure: 5-Butyl-2-(N-tert-butylaminosulfonyl)thiophene-3-boronic acid (300 mg, 1.27 mmol, see step (b) above), 1-(4-bromobenzyl)-1H-imidazole (606 mg, 1.90 mmol, see Example 1(d) above), toluene (15 mL), ethanol (4 mL), NaOH (1.0 M, 4.0 mL, 5.1 mmol) and Pd(PPh3)4 (43.9 mg, 0.038 mmol) were mixed under N2. The mixture was warmed to reflux for 2 hours, diluted with EtOAc (50 mL), washed with water and brine, and dried over MgSO4. The solvent was removed and the residue was separated by column chromatogra... Yields the product N1(C=NC=C1)CC1=CC=C(C=C1)C1=C(SC(=C1)CCCC)S(=O)(=O)NC(C)(C)C (3-(4-Imidazol-1-ylmethylphenyl)-5-butyl-N-tert-butylthiophene-2-sulfonamide). Run in CCOC(=O)C (EtOAc), C(C)O (ethanol). Starting materials: C(CCC)C1=CC(=C(S1)S(=O)(=O)NC(C)(C)C)B(O)O (5-Butyl-2-(N-tert-butylaminosulfonyl)thiophene-3-boronic acid), BrC1=CC=C(CN2C=NC=C2)C=C1 (1-(4-bromobenzyl)-1H-imidazole), C1(=CC=CC=C1)C (toluene), [OH-].[Na+] (NaOH). The reagents and catalysts are C=1C=CC(=CC1)[P](C=2C=CC=CC2)(C=3C=CC=CC3)[Pd]([P](C=4C=CC=CC4)(C=5C=CC=CC5)C=6C=CC=CC6)([P](C=7C=CC=CC7)(C=8C=CC=CC8)C=9C=CC=CC9)[P](C=1C=CC=CC1)(C=1C=CC=CC1)C=1C=CC=CC1 (Pd(PPh3)4). Reactants: C(C)(=O)NC(C(=O)OCC)C(=O)OCC (Diethyl acetamidomalonate), ClCC=1C=C(OCC(=O)OCC)C=CC1 (ethyl 3-(chloromethyl)phenoxyacetate), ice water. Solvent: [O-]CC (ethoxide). The product is C(C)(=O)NC(C(=O)OCC)(C(=O)OCC)C1=CC(=CC=C1)OCC(=O)OCC (diethyl acetamido-(3-ethoxycarbonylmethoxyphenyl)malonate). As a reaction SMILES: [C:1]([NH:4][CH:5]([C:11]([O:13][CH2:14][CH3:15])=[O:12])[C:6]([O:8][CH2:9][CH3:10])=[O:7])(=[O:3])[CH3:2].ClC[C:18]1[CH:19]=[C:20]([CH:28]=[CH:29][CH:30]=1)[O:21][CH2:22][C:23]([O:25][CH2:26][CH3:27])=[O:24]>[O-]CC>[C:1]([NH:4][C:5]([C:29]1[CH:30]=[CH:18][CH:19]=[C:20]([O:21][CH2:22][C:23]([O:25][CH2:26][CH3:27])=[O:24])[CH:28]=1)([C:11]([O:13][CH2:14][CH3:15])=[O:12])[C:6]([O:8][CH2:9][CH3:10])=[O:7])(=[O:3])[CH3:2]. Procedure: Diethyl acetamidomalonate (2.60 g) and ethyl 3-(chloromethyl)phenoxyacetate (Robertson, J. Chem. Soc. (1933), 492; U.S. Pat. No. 3,933,895) (2.39 g) were dissolved in ethanolic ethoxide (prepared from sodium (230 mg) and absolute ethanol (10 ml)) and the mixture refluxed for 19 hours. The cooled solution was poured into ice-water, the product was extracted into ether, and the dried extract evaporated. The residual gum was crystallised from ether/hexane to give diethyl acetamido-(3-ethoxycarbonyl... The reactants are O=Cc1ccc(Br)cc1, CCOC(C)=O, CS(C)=O, CN(C)CCS, Cl, [H-], [Na+]. The product is CN(C)CCSc1ccc(C=O)cc1. RXN SMILES: [Br:10][c:11]1[cH:12][cH:13][c:14]([CH:15]=[O:16])[cH:17][cH:18]1.[CH3:19][CH2:20][O:21][C:22](=[O:23])[CH3:24].[CH3:25][S:26]([CH3:27])=[O:28].[CH3:2][N:3]([CH2:4][CH2:5][SH:6])[CH3:7].[ClH:1].[H-:8].[Na+:9]>>[CH3:2][N:3]([CH2:4][CH2:5][S:6][c:11]1[cH:12][cH:13][c:14]([CH:15]=[O:16])[cH:17][cH:18]1)[CH3:7]. The solvent is CN(C)C=O (DMF). Conditions: temperature 60 celsius, time 2 hour. The reactants are CS(=O)(=O)OCCN(C1=C(C=C(C(=C1)C(=O)NCCO)[N+](=O)[O-])[N+](=O)[O-])CCOS(=O)(=O)C (2-(5-{[(2-hydroxyethyl)amino]carbonyl} {2-[(methylsulfonyl)oxy]ethyl}-2,4-dinitroanilino)ethyl methanesulfonate), [Li+].[Br-] (LiBr), [Na+].[Br-] (NaBr). Isolated yield 46.0%. Yields the product BrCCN(C=1C(=CC(=C(C(=O)NCCO)C1)[N+](=O)[O-])[N+](=O)[O-])CCBr (5-[bis(2-bromoethyl)amino]-N-(2-hydroxyethyl)-2,4-dinitrobenzamide). Procedure details: A mixture of 9a (1.80 g, 3.50 mmol) and LiBr (0.43 g, 4.95 mmol) in DMF (5 mL) was stirred at 60° C. for 2 h. The reaction was then poured into saturated NaBr solution and extracted with EtOAc (2×). The combined extracts were washed with saturated NaBr solution, dried (Na2SO4) and concentrated under reduced pressure. The residue was chromatographed on silica gel, eluting with EtOAc, to give 5-[bis(2-bromoethyl)amino]-N-(2-hydroxyethyl)-2,4-dinitrobenzamide (10a) (0.78 g, 46%): RXN SMILES: CS(O[CH2:6][CH2:7][N:8]([CH2:27][CH2:28]OS(C)(=O)=O)[C:9]1[CH:14]=[C:13]([C:15]([NH:17][CH2:18][CH2:19][OH:20])=[O:16])[C:12]([N+:21]([O-:23])=[O:22])=[CH:11][C:10]=1[N+:24]([O-:26])=[O:25])(=O)=O.[Li+].[Br-:35].[Na+].[Br-:37]>CN(C=O)C>[Br:35][CH2:6][CH2:7][N:8]([CH2:27][CH2:28][Br:37])[C:9]1[C:10]([N+:24]([O-:26])=[O:25])=[CH:11][C:12]([N+:21]([O-:23])=[O:22])=[C:13]([CH:14]=1)[C:15]([NH:17][CH2:18][CH2:19][OH:20])=[O:16] |f:1.2,3.4|.